From a dataset of the Open Reaction Database (ORD), a public repository of structured organic reaction records. describe an organic reaction: reactants, conditions, products, and yield Starting materials: OC1CCC(N1)=O (5-hydroxy-pyrrolidin-2-one), C(C)S (ethylmercaptan). The solvent is C(C)OCC (ethyl ether). Product: C(C)SC1CCC(N1)=O (5-ethylthio-pyrrolidin-2-one). As a reaction SMILES: [OH:1][CH:2]1[NH:6][C:5](=O)[CH2:4][CH2:3]1.[CH2:8]([SH:10])[CH3:9]>C(OCC)C>[CH2:8]([S:10][CH:5]1[NH:6][C:2](=[O:1])[CH2:3][CH2:4]1)[CH3:9]. Procedure details: A mixture of 2.8 g of 5-hydroxy-pyrrolidin-2-one in 25 cm3 of ethylmercaptan is made to react for 4 hours at 20° C. with 1.4 g of Amberlite IR 120 H. The mixture is diluted with ethyl ether, the solvent is distilled off, and 2.6 g of the expected product is obtained, m.p. 65°-68° C. after crystallizing from isopropyl ether, m.p. 68°-70° C. Reactants: C1CCNCC1, COc1cc2c(cc1OC)C(=O)CC2, CN(C)C=O, CCO, Cl, O=C1Cc2ccccc2N1. The product is COc1cc2c(cc1OC)C(=C1C(=O)Nc3ccccc31)CC2. Reaction SMILES: [CH2:25]1[CH2:26][CH2:27][NH:28][CH2:29][CH2:30]1.[CH3:1][O:2][c:3]1[cH:4][c:5]2[c:9]([cH:10][c:11]1[O:12][CH3:13])[C:8](=[O:14])[CH2:7][CH2:6]2.[CH3:32][N:33]([CH3:34])[CH:35]=[O:36].[CH3:37][CH2:38][OH:39].[ClH:31].[NH:15]1[C:16](=[O:24])[CH2:17][c:18]2[cH:19][cH:20][cH:21][cH:22][c:23]21>>[CH3:1][O:2][c:3]1[cH:4][c:5]2[c:9]([cH:10][c:11]1[O:12][CH3:13])[C:8](=[C:17]1[C:16](=[O:24])[NH:15][c:23]3[c:18]1[cH:19][cH:20][cH:21][cH:22]3)[CH2:7][CH2:6]2. The reactants are CCCCCCCCCCCCCCCC(=O)OCC(CSCCC(=O)O)OC(=O)CCCCCCCCCCCCCCC, CC(C)(C)OC(=O)c1ccc(N)cc1, ClP(Cl)Cl, c1ccncc1. Yields the product CCCCCCCCCCCCCCCC(=O)OCC(CSCCC(=O)Nc1ccc(C(=O)OC(C)(C)C)cc1)OC(=O)CCCCCCCCCCCCCCC. As a reaction SMILES: [C:1]([CH2:2][CH2:3][CH2:4][CH2:5][CH2:6][CH2:7][CH2:8][CH2:9][CH2:10][CH2:11][CH2:12][CH2:13][CH2:14][CH2:15][CH3:16])(=[O:17])[O:18][CH:19]([CH2:20][S:21][CH2:22][CH2:23][C:24](=[O:25])[OH:26])[CH2:27][O:28][C:29]([CH2:30][CH2:31][CH2:32][CH2:33][CH2:34][CH2:35][CH2:36][CH2:37][CH2:38][CH2:39][CH2:40][CH2:41][CH2:42][CH2:43][CH3:44])=[O:45].[C:46]([CH3:47])([CH3:48])([CH3:49])[O:50][C:51]([c:52]1[cH:53][cH:54][c:55]([NH2:58])[cH:56][cH:57]1)=[O:59].[Cl:60][P:61]([Cl:62])[Cl:63].[cH:64]1[cH:65][cH:66][n:67][cH:68][cH:69]1>>[C:1]([CH2:2][CH2:3][CH2:4][CH2:5][CH2:6][CH2:7][CH2:8][CH2:9][CH2:10][CH2:11][CH2:12][CH2:13][CH2:14][CH2:15][CH3:16])(=[O:17])[O:18][CH:19]([CH2:20][S:21][CH2:22][CH2:23][C:24](=[O:26])[NH:58][c:55]1[cH:54][cH:53][c:52]([C:51]([O:50][C:46]([CH3:47])([CH3:48])[CH3:49])=[O:59])[cH:57][cH:56]1)[CH2:27][O:28][C:29]([CH2:30][CH2:31][CH2:32][CH2:33][CH2:34][CH2:35][CH2:36][CH2:37][CH2:38][CH2:39][CH2:40][CH2:41][CH2:42][CH2:43][CH3:44])=[O:45]. Reactants: CCCCOCCOc1ccc(-c2ccc3c(c2)C=C(C(=O)Nc2ccc(SCc4cnnn4CCC)cc2)CCN3CCC)cc1, ClCCl, O=C(OO)c1cccc(Cl)c1, [Na+], [Na+], O=S([O-])([O-])=S. The product is CCCCOCCOc1ccc(-c2ccc3c(c2)C=C(C(=O)Nc2ccc(S(=O)Cc4cnnn4CCC)cc2)CCN3CCC)cc1. Reaction SMILES: [CH2:1]([CH2:2][CH2:3][CH3:4])[O:5][CH2:6][CH2:7][O:8][c:9]1[cH:10][cH:11][c:12](-[c:15]2[cH:16][cH:17][c:18]3[c:19]([cH:47]2)[CH:20]=[C:21]([C:28](=[O:29])[NH:30][c:31]2[cH:32][cH:33][c:34]([S:37][CH2:38][c:39]4[cH:40][n:41][n:42][n:43]4[CH2:44][CH2:45][CH3:46])[cH:35][cH:36]2)[CH2:22][CH2:23][N:24]3[CH2:25][CH2:26][CH3:27])[cH:13][cH:14]1.[CH2:66]([Cl:67])[Cl:68].[Cl:48][c:49]1[cH:50][cH:51][cH:52][c:53]([C:54]([O:55][OH:57])=[O:56])[cH:58]1.[Na+:64].[Na+:65].[S:59]([O-:60])([O-:61])(=[O:62])=[S:63]>>[CH2:1]([CH2:2][CH2:3][CH3:4])[O:5][CH2:6][CH2:7][O:8][c:9]1[cH:10][cH:11][c:12](-[c:15]2[cH:16][cH:17][c:18]3[c:19]([cH:47]2)[CH:20]=[C:21]([C:28](=[O:29])[NH:30][c:31]2[cH:32][cH:33][c:34]([S:37]([CH2:38][c:39]4[cH:40][n:41][n:42][n:43]4[CH2:44][CH2:45][CH3:46])=[O:56])[cH:35][cH:36]2)[CH2:22][CH2:23][N:24]3[CH2:25][CH2:26][CH3:27])[cH:13][cH:14]1. The reactants are CC(=O)O, C1COCCN1, CC(C)(C)[O-], Fc1ccc(-c2nc3nc(Cl)ccc3n2-c2ccnc(NC3CCCC3)n2)cc1, [Na+], O=C(C=Cc1ccccc1)C=Cc1ccccc1, O=C(C=Cc1ccccc1)C=Cc1ccccc1, O=C(C=Cc1ccccc1)C=Cc1ccccc1, [Pd], [Pd], Cc1ccccc1C. Product: Fc1ccc(-c2nc3nc(N4CCOCC4)ccc3n2-c2ccnc(NC3CCCC3)n2)cc1. Reaction SMILES: [C:42]([OH:43])(=[O:44])[CH3:45].[CH2:30]1[CH2:31][O:32][CH2:33][CH2:34][NH:35]1.[CH3:36][C:37]([CH3:38])([O-:39])[CH3:40].[F:1][c:2]1[cH:3][cH:4][c:5](-[c:8]2[n:9](-[c:18]3[n:19][c:20]([NH:24][CH:25]4[CH2:26][CH2:27][CH2:28][CH2:29]4)[n:21][cH:22][cH:23]3)[c:10]3[c:11]([n:12][c:13]([Cl:16])[cH:14][cH:15]3)[n:17]2)[cH:6][cH:7]1.[Na+:41].[O:56]=[C:57]([CH:58]=[CH:59][c:60]1[cH:61][cH:62][cH:63][cH:64][cH:65]1)[CH:66]=[CH:67][c:68]1[cH:69][cH:70][cH:71][cH:72][cH:73]1.[O:74]=[C:75]([CH:76]=[CH:77][c:78]1[cH:79][cH:80][cH:81][cH:82][cH:83]1)[CH:84]=[CH:85][c:86]1[cH:87][cH:88][cH:89][cH:90][cH:91]1.[O:92]=[C:93]([CH:94]=[CH:95][c:96]1[cH:97][cH:98][cH:99][cH:100][cH:101]1)[CH:102]=[CH:103][c:104]1[cH:105][cH:106][cH:107][cH:108][cH:109]1.[Pd:54].[Pd:55].[c:46]1([CH3:47])[c:48]([CH3:49])[cH:50][cH:51][cH:52][cH:53]1>>[F:1][c:2]1[cH:3][cH:4][c:5](-[c:8]2[n:9](-[c:18]3[n:19][c:20]([NH:24][CH:25]4[CH2:26][CH2:27][CH2:28][CH2:29]4)[n:21][cH:22][cH:23]3)[c:10]3[c:11]([n:12][c:13]([N:35]4[CH2:30][CH2:31][O:32][CH2:33][CH2:34]4)[cH:14][cH:15]3)[n:17]2)[cH:6][cH:7]1. The reactants are C(C1=CC=CC=C1)(C1=CC=CC=C1)(C1=CC=CC=C1)C1=NC(=NN1)SCCl (trityl-3-chloromethylthio-1,2,4-triazole), [I-].[Na+] (sodium iodide). The solvent is CC(=O)C (acetone), O (water). Conditions: temperature 50 celsius, time 3 hour. Yields the product C(C1=CC=CC=C1)(C1=CC=CC=C1)(C1=CC=CC=C1)C1=NC(=NN1)SCI (trityl-3-iodomethylthio-1,2,4-triazole). As a reaction SMILES: [C:1]([C:20]1[NH:24][N:23]=[C:22]([S:25][CH2:26]Cl)[N:21]=1)([C:14]1[CH:19]=[CH:18][CH:17]=[CH:16][CH:15]=1)([C:8]1[CH:13]=[CH:12][CH:11]=[CH:10][CH:9]=1)[C:2]1[CH:7]=[CH:6][CH:5]=[CH:4][CH:3]=1.[I-:28].[Na+]>CC(C)=O.O>[C:1]([C:20]1[NH:24][N:23]=[C:22]([S:25][CH2:26][I:28])[N:21]=1)([C:14]1[CH:19]=[CH:18][CH:17]=[CH:16][CH:15]=1)([C:8]1[CH:13]=[CH:12][CH:11]=[CH:10][CH:9]=1)[C:2]1[CH:7]=[CH:6][CH:5]=[CH:4][CH:3]=1 |f:1.2|. Procedure details: To a suspension of trityl-3-chloromethylthio-1,2,4-triazole (11.5 g: 30.0 mMol.) in acetone (150 ml) is added sodium iodide (9.00 g: 60.0 mMol.), and the mixture is stirred t 50° C. for 3 hours. The reaction mixture is diluted with water and extracted with ethyl acetate. The extract is washed with brine, dried over sodiumsulfate, and concentrated to give trityl-3-iodomethylthio-1,2,4-triazole as yellow crystals [NMR δ (CDCl3) ppm: 4.70(s, 2H), 7.1 to 7.2(m, 6H), 7.3 to 7.4(m, 9H), 7.96(s, 1H) : ... Reactants: C(C1=CC=CC=C1)(C1=CC=CC=C1)O (benzhydrol), C(CS)(=O)O (thioglycolic acid), O (water). Solvent: FC(C(=O)O)(F)F (trifluoroacetic acid). The product is C(C1=CC=CC=C1)(C1=CC=CC=C1)CC(=S)O (benzhydrylthioacetic acid). Yield: 99.3%. Reaction SMILES: [CH:1](O)([C:8]1[CH:13]=[CH:12][CH:11]=[CH:10][CH:9]=1)[C:2]1[CH:7]=[CH:6][CH:5]=[CH:4][CH:3]=1.[C:15](O)(=O)[CH2:16][SH:17].[OH2:20]>FC(F)(F)C(O)=O>[CH:1]([CH2:15][C:16]([OH:20])=[S:17])([C:8]1[CH:13]=[CH:12][CH:11]=[CH:10][CH:9]=1)[C:2]1[CH:7]=[CH:6][CH:5]=[CH:4][CH:3]=1. Procedure: To a solution of benzhydrol (100 g, 0.542 mol) in trifluoroacetic acid (300 mL) at room temperature (about 22 degrees C.) was added thioglycolic acid (50 g, 0.542 mol) drop wise over 20 minutes. Reaction progress was monitored by thin layer chromatography (TLC). The reaction was complete within one hour at which point water (1000 mL) was added slowly into the reaction mixture causing the product to precipitate. The resulting precipitate was filtered, washed with water and dried overnight under h... The reactants are Clc1ncccn1, NCCCOc1cccc(CN2CCCCC2)c1. The product is c1cnc(NCCCOc2cccc(CN3CCCCC3)c2)nc1. RXN SMILES: [Cl:19][c:20]1[n:21][cH:22][cH:23][cH:24][n:25]1.[N:1]1([CH2:7][c:8]2[cH:9][c:10]([O:11][CH2:12][CH2:13][CH2:14][NH2:15])[cH:16][cH:17][cH:18]2)[CH2:2][CH2:3][CH2:4][CH2:5][CH2:6]1>>[N:1]1([CH2:7][c:8]2[cH:9][c:10]([O:11][CH2:12][CH2:13][CH2:14][NH:15][c:20]3[n:21][cH:22][cH:23][cH:24][n:25]3)[cH:16][cH:17][cH:18]2)[CH2:2][CH2:3][CH2:4][CH2:5][CH2:6]1. Reactants: mLice-water, C(=O)(O)C1=NC2=CC=CC=C2C(=C1)O (2-carboxy-4-hydroxyquinoline), C(C1=CC=CC=C1)Br (Benzyl bromide), C([O-])([O-])=O.[Cs+].[Cs+] (Cesium carbonate). Run in CN(C)C=O (DMF). Conditions: temperature 50 celsius, time 1 hour. Product: C(C1=CC=CC=C1)OC(=O)C1=NC2=CC=CC=C2C(=C1)OCC1=CC=CC=C1 (2-benzyloxycarbonyl-4-benzyloxyquinoline). Yield: 186.4%. As a reaction SMILES: [C:1]([C:4]1[CH:13]=[C:12]([OH:14])[C:11]2[C:6](=[CH:7][CH:8]=[CH:9][CH:10]=2)[N:5]=1)([OH:3])=[O:2].C(=O)([O-])[O-].[Cs+].[Cs+].[CH2:21](Br)[C:22]1[CH:27]=[CH:26][CH:25]=[CH:24][CH:23]=1>CN(C=O)C>[CH2:21]([O:2][C:1]([C:4]1[CH:13]=[C:12]([O:14][CH2:12][C:11]2[CH:6]=[CH:7][CH:8]=[CH:9][CH:10]=2)[C:11]2[C:6](=[CH:7][CH:8]=[CH:9][CH:10]=2)[N:5]=1)=[O:3])[C:22]1[CH:27]=[CH:26][CH:25]=[CH:24][CH:23]=1 |f:1.2.3|. Procedure: 2-carboxy-4-hydroxyquinoline (5 g, 1.0 eq) was dissolved in 50 mL DMF. Cesium carbonate (20 g, 2.3 eq) was added to the solution and the resulting reaction mixture was heated at 50° C. for 20 minutes. Benzyl bromide (10 g, 2.1 eq) was added. The resulting reaction mixture was stirred at 50° C. for 1 hour. Then the reaction mixture was poured into 500 mLice-water, the precipitate was collected by filtration, and dried in vacuo to afford 2-benzyloxycarbonyl-4-benzyloxyquinoline (9.1 g). 2-benzylox... Reactants: CC(C)(C)c1ccc2c(c1)CCC2NC(=O)Nc1cccc2c1cnn2C(=O)OCCCOCc1ccccc1, CCO. The product is CC(C)(C)c1ccc2c(c1)CCC2NC(=O)Nc1cccc2c1cnn2C(=O)OCCCO. RXN SMILES: [C:1]([CH3:2])([CH3:3])([CH3:4])[c:5]1[cH:6][c:7]2[c:11]([cH:12][cH:13]1)[CH:10]([NH:14][C:15](=[O:16])[NH:17][c:18]1[c:19]3[cH:20][n:21][n:22]([C:27](=[O:28])[O:29][CH2:30][CH2:31][CH2:32][O:33][CH2:34][c:35]4[cH:36][cH:37][cH:38][cH:39][cH:40]4)[c:23]3[cH:24][cH:25][cH:26]1)[CH2:9][CH2:8]2.[CH3:41][CH2:42][OH:43]>>[C:1]([CH3:2])([CH3:3])([CH3:4])[c:5]1[cH:6][c:7]2[c:11]([cH:12][cH:13]1)[CH:10]([NH:14][C:15](=[O:16])[NH:17][c:18]1[c:19]3[cH:20][n:21][n:22]([C:27](=[O:28])[O:29][CH2:30][CH2:31][CH2:32][OH:33])[c:23]3[cH:24][cH:25][cH:26]1)[CH2:9][CH2:8]2.